This data is from the Open Reaction Database (ORD), a public repository of structured organic reaction records. The task is: describe an organic reaction: reactants, conditions, products, and yield RXN SMILES: [BH4-:18].[Br:1][c:2]1[cH:3][cH:4][cH:5][c:6]2[c:11]1[O:10][CH2:9][CH:8]([NH2:12])[CH2:7]2.[C:13]([CH2:14][CH3:15])([Cl:16])=[O:17].[C:43](=[O:44])([O-:45])[O-:46].[CH2:19]([N+:20]([CH2:21][CH2:22][CH2:23][CH3:24])([CH2:25][CH2:26][CH2:27][CH3:28])[CH2:29][CH2:30][CH2:31][CH3:32])[CH2:33][CH2:34][CH3:35].[Cl:36][CH2:37][CH2:38][Cl:39].[Cl:40][CH2:41][Cl:42].[Na+:47].[Na+:48]>>[Br:1][c:2]1[cH:3][cH:4][cH:5][c:6]2[c:11]1[O:10][CH2:9][CH:8]([NH:12][CH2:13][CH2:14][CH3:15])[CH2:7]2. Starting materials: [BH4-], NC1COc2c(Br)cccc2C1, CCC(=O)Cl, O=C([O-])[O-], CCCC[N+](CCCC)(CCCC)CCCC, ClCCCl, ClCCl, [Na+], [Na+]. Product: CCCNC1COc2c(Br)cccc2C1.